Dataset: the Open Reaction Database (ORD), a public repository of structured organic reaction records. Task: describe an organic reaction: reactants, conditions, products, and yield Reactants: FC(C(=O)OCC)(F)F (ethyl trifluoroacetate), C(C)(CC)N (sec-butylamine). Yields the product CC(CC)NC(C(F)(F)F)=O (N-(1-Methylpropyl) Trifluoroacetamide). RXN SMILES: [F:1][C:2]([F:9])([F:8])[C:3]([O:5]CC)=O.[CH:10]([NH2:14])([CH2:12][CH3:13])[CH3:11]>>[CH3:11][CH:10]([NH:14][C:3](=[O:5])[C:2]([F:1])([F:8])[F:9])[CH2:12][CH3:13]. Procedure details: In a procedure similar to Example 6, ethyl trifluoroacetate (295 g, 2.07 m) was reacted with sec-butylamine. The resulting amide distilled at 72.5° C./8 mm Hg and amounted to 285 g. Starting materials: C1CCNC1, CCO, c1cn[nH]c1. The product is c1cnn(CN2CCCC2)c1. Reaction SMILES: [CH2:6]1[CH2:7][CH2:8][NH:9][CH2:10]1.[CH3:11][CH2:12][OH:13].[nH:1]1[n:2][cH:3][cH:4][cH:5]1>>[n:1]1([CH2:11][N:9]2[CH2:8][CH2:7][CH2:6][CH2:10]2)[n:2][cH:3][cH:4][cH:5]1. The reactants are FC=1C=C(C=CC1)C=1C=NC(NN1)=O (6-(3-fluoro-phenyl)-2H-[1,2,4]triazin-3-one), CN(C)C=O (DMF), P(=O)(Cl)(Cl)Cl.C(Cl)(Cl)Cl (phosphorous oxychloride chloroform). The product is ClC=1N=NC(=CN1)C1=CC(=CC=C1)F (3-Chloro-6-(3-fluoro-phenyl)-[1,2,4]triazine). Yield: 21.0%. As a reaction SMILES: [F:1][C:2]1[CH:3]=[C:4]([C:8]2[CH:9]=[N:10][C:11](=O)[NH:12][N:13]=2)[CH:5]=[CH:6][CH:7]=1.CN(C=O)C.P(Cl)(Cl)([Cl:22])=O.C(Cl)(Cl)Cl>>[Cl:22][C:11]1[N:12]=[N:13][C:8]([C:4]2[CH:5]=[CH:6][CH:7]=[C:2]([F:1])[CH:3]=2)=[CH:9][N:10]=1 |f:2.3|. Reported procedure: A mixture of 6-(3-fluoro-phenyl)-2H-[1,2,4]triazin-3-one (15.2 g, 79.5 mmol, crude) and 2 ml of DMF in 250 ml of 1:1 phosphorous oxychloride-chloroform was maintained at reflux overnight. The mixture was then concentrated at reduced pressure, diluted with methylene chloride and poured onto ice with stirring. When the ice melted the mixture was neutralized with sodium bicarbonate solution, and the layers were separated, the aqueous layer was extracted with dichloromethane once, the combined organ... The reactants are FC1=CC=C(C=C1)C=1C(=NC=NC1N1CCC(CC1)C=1N(C=C(N1)C1=CC(=C(C=C1)F)C(F)(F)F)C)N (5-(4-Fluoro-phenyl)-6-{4-[4-(4-fluoro-3-trifluoromethyl-phenyl)-1-methyl-1H-imidazol-2-yl]-piperidin-1-yl}-pyrimidin-4-ylamine), CN(C1=NC=C(C=N1)B(O)O)C ((2-(dimethylamino)pyrimidin-5-yl)boronic acid). Product: FC1=C(C=C(C=C1)C=1N=C(N(C1)C)C1CCN(CC1)C1=C(C(=NC=N1)N)C=1C=NC(=NC1)N(C)C)C(F)(F)F (6′-{4-[4-(4-Fluoro-3-trifluoromethyl-phenyl)-1-methyl-1H-imidazol-2-yl]-piperidin-1-yl}-N2,N2-dimethyl-[5,5]bipyrimidinyl-2,4′-diamine). RXN SMILES: FC1C=[CH:6][C:5]([C:8]2[C:9]([NH2:37])=[N:10][CH:11]=[N:12][C:13]=2[N:14]2[CH2:19][CH2:18][CH:17]([C:20]3[N:21]([CH3:36])[CH:22]=[C:23]([C:25]4[CH:30]=[CH:29][C:28]([F:31])=[C:27]([C:32]([F:35])([F:34])[F:33])[CH:26]=4)[N:24]=3)[CH2:16][CH2:15]2)=[CH:4]C=1.[CH3:38][N:39]([CH3:49])[C:40]1[N:45]=CC(B(O)O)=C[N:41]=1>>[F:31][C:28]1[CH:29]=[CH:30][C:25]([C:23]2[N:24]=[C:20]([CH:17]3[CH2:18][CH2:19][N:14]([C:13]4[N:12]=[CH:11][N:10]=[C:9]([NH2:37])[C:8]=4[C:5]4[CH:4]=[N:41][C:40]([N:39]([CH3:49])[CH3:38])=[N:45][CH:6]=4)[CH2:15][CH2:16]3)[N:21]([CH3:36])[CH:22]=2)=[CH:26][C:27]=1[C:32]([F:35])([F:33])[F:34]. Procedure details: The title compound was prepared in an analogous manner as 5-(4-Fluoro-phenyl)-6-{4-[4-(4-fluoro-3-trifluoromethyl-phenyl)-1-methyl-1H-imidazol-2-yl]-piperidin-1-yl}-pyrimidin-4-ylamine using (2-(dimethylamino)pyrimidin-5-yl)boronic acid instead of 4-fluorophenylboronic acid. LC-MS: (M+1=542, obsd.=542). Starting materials: C[C@]12CC[C@H]3[C@H]([C@@H]1CCC2=O)CC=C4[C@@]3(CC[C@@H](C4)O)C (dehydroepiandrosterone), O (water), C(=O)O (formic acid). Reaction conditions: temperature 60 celsius. Yields the product C(=O)O[C@@H]1CC2CC[C@H]3[C@@H]4C=CC([C@@]4(C)CC[C@@H]3[C@]2(CC1)C)=O (3β-formyloxy-androstene-17-one). Reaction SMILES: [CH3:1][C@@:2]12[C:10](=[O:11])[CH2:9][CH2:8][C@H:7]1[C@@H:6]1[CH2:12][CH:13]=[C:14]3[CH2:19][C@@H:18]([OH:20])[CH2:17][CH2:16][C@:15]3([CH3:21])[C@H:5]1[CH2:4][CH2:3]2.O.[CH:23](O)=[O:24]>>[CH:23]([O:20][C@H:18]1[CH2:17][CH2:16][C@@:15]2([CH3:21])[CH:14]([CH2:13][CH2:12][C@@H:6]3[C@@H:5]2[CH2:4][CH2:3][C@@:2]2([CH3:1])[C@H:7]3[CH:8]=[CH:9][C:10]2=[O:11])[CH2:19]1)=[O:24]. Reported procedure: Following the procedure described by Ringold (H. J. Ringold, et al., J. Am. Chem. Soc. 78, 816, 1956), dehydroepiandrosterone (2.88 g, 10 mmol) dissolved in 85% formic acid (100 mL) is heated at 60° C. for 1 h. After cooling, the mixture is poured into iced water and after 16 h, crystals are filtered and dried in vacuo.